From a dataset of the Open Reaction Database (ORD), a public repository of structured organic reaction records. describe an organic reaction: reactants, conditions, products, and yield Starting materials: NC=1C=C(NC1C(=O)N1CCNC(CC1)=O)C(C)(C)C (1-(4-amino-2-tert-butyl-1H-pyrrole-5-carbonyl)-1,4-diazepan-5-one), ClC1=C(C=CC=C1Cl)N=C=O (2,3 dichlorophenyl isocyanate). The solvent is C1CCOC1 (THF), C(C)(=O)OCC (ethyl acetate). Reaction conditions: temperature 70 celsius. The product is C(C)(C)(C)C1=CC(=C(N1)C(=O)N1CCNC(CC1)=O)NC(=O)NC1=C(C(=CC=C1)Cl)Cl (1-(5-tert-butyl-2-(5-oxo-1,4-diazepane-1-carbonyl)-1H-pyrrol-3-yl)-3-(2,3-dichloro-phenyl)urea). Isolated yield 50.0%. RXN SMILES: [NH2:1][C:2]1[CH:3]=[C:4]([C:17]([CH3:20])([CH3:19])[CH3:18])[NH:5][C:6]=1[C:7]([N:9]1[CH2:15][CH2:14][C:13](=[O:16])[NH:12][CH2:11][CH2:10]1)=[O:8].[Cl:21][C:22]1[C:27]([Cl:28])=[CH:26][CH:25]=[CH:24][C:23]=1[N:29]=[C:30]=[O:31]>C1COCC1.C(OCC)(=O)C>[C:17]([C:4]1[NH:5][C:6]([C:7]([N:9]2[CH2:15][CH2:14][C:13](=[O:16])[NH:12][CH2:11][CH2:10]2)=[O:8])=[C:2]([NH:1][C:30]([NH:29][C:23]2[CH:24]=[CH:25][CH:26]=[C:27]([Cl:28])[C:22]=2[Cl:21])=[O:31])[CH:3]=1)([CH3:20])([CH3:19])[CH3:18]. Procedure: The previously prepared 1-(4-amino-2-tert-butyl-1H-pyrrole-5-carbonyl)-1,4-diazepan-5-one (8 mg, 0.03 mmol) and 2,3 dichlorophenyl isocyanate (5 mg, 0.03 mmol) were dissolved in THF (2 mL) and heated at 70° C. for 2 hours. The reaction mixture was cooled down to room temperature, diluted with ethyl acetate, washed with saturated aqueous sodium bicarbonate, dried and the solvent eliminated under vacuum. The crude product was purified by preparative thin layer chromatography using a mixture of dic... Yield: 35.9%. The product is NC1=C(C=NN1C1=CC=C(C=C1)F)C(C1=CC(=CC=C1)CCO[Si](C)(C)C(C)(C)C)=O (5-amino-1-(4-fluorophenyl)-4-[3-(2-tert-butyldimethylsiloxyethyl)benzoyl]pyrazole). RXN SMILES: [Mg].[O:2]([CH2:10][CH2:11][C:12]1[CH:13]=[C:14](Br)[CH:15]=[CH:16][CH:17]=1)[Si:3]([C:6]([CH3:9])([CH3:8])[CH3:7])([CH3:5])[CH3:4].[NH2:19][C:20]1[N:24]([C:25]2[CH:30]=[CH:29][C:28]([F:31])=[CH:27][CH:26]=2)[N:23]=[CH:22][C:21]=1[C:32]([O:34]C1C=CC=CN=1)=S>O1CCCC1>[NH2:19][C:20]1[N:24]([C:25]2[CH:26]=[CH:27][C:28]([F:31])=[CH:29][CH:30]=2)[N:23]=[CH:22][C:21]=1[C:32](=[O:34])[C:14]1[CH:15]=[CH:16][CH:17]=[C:12]([CH2:11][CH2:10][O:2][Si:3]([C:6]([CH3:9])([CH3:8])[CH3:7])([CH3:5])[CH3:4])[CH:13]=1. Solvent: O1CCCC1 (tetrahydrofuran). The reactants are O([Si](C)(C)C(C)(C)C)CCC=1C=C(C=CC1)Br (3-(2-tert-butyldimethylsiloxyethyl)bromobenzene), [Mg] (magnesium), NC1=C(C=NN1C1=CC=C(C=C1)F)C(=S)OC1=NC=CC=C1 (5-amino-1-(4-fluorophenyl)-4-(2-pyridylthiocarboxy)pyrazole). Reported procedure: Into an oven dried flask containing magnesium turnings (0.386 g, 15.9 mmol) and tetrahydrofuran (10 ml) was added 3-(2-tert-butyldimethylsiloxyethyl)bromobenzene (5.0 g, 15.9 mmol) and the reaction mixture was heated at reflux. After 3 h, the reaction mixture was cooled to room temperature and 5-amino-1-(4-fluorophenyl)-4-(2-pyridylthiocarboxy)pyrazole (2.37 g, 7.6 mmol) was added and the stirring was continued for 16 h. The reaction mixture was concentrated in vacuo. The residue was dissolved i... Conditions: time 3 hour. Starting materials: CC(C)CCC[C@@H](C)[C@H]1CC[C@H]2[C@@H]3CC[C@H]4CCCC[C@]4(C)[C@H]3CC[C@]12C (5α-cholestane), C(C)(=O)OO (peracetic acid), C(C)(=O)OCC (ethyl acetate). The solvent is C(C)(=O)O (acetic acid). Yields the product C(C)(=O)O[C@@H]1C[C@@H]2CC[C@H]3[C@@H]4CC[C@H]([C@@H](CCCC(C)(C)O)C)[C@]4(CC[C@@H]3[C@]2(CC1)C)C (3β-acetoxy-25-hydroxy-5α-cholestane), C(C)(=O)O[C@@H]1C[C@@]2(CC[C@H]3[C@@H]4CC[C@H]([C@@H](CCCC(C)C)C)[C@]4(CC[C@@H]3[C@]2(CC1)C)C)O (3β-acetoxy-5α-hydroxy-cholestane). RXN SMILES: [CH3:1][CH:2]([CH2:4][CH2:5][CH2:6][C@H:7]([C@@H:9]1[C@:26]2([CH3:27])[C@H:12]([C@H:13]3[C@H:23]([CH2:24][CH2:25]2)[C@:21]2([CH3:22])[C@H:16]([CH2:17][CH2:18][CH2:19][CH2:20]2)[CH2:15][CH2:14]3)[CH2:11][CH2:10]1)[CH3:8])[CH3:3].[C:28]([O:31]O)(=[O:30])[CH3:29].[C:33]([O:36]CC)(=[O:35])[CH3:34]>C(O)(=O)C>[C:28]([O:31][C@H:18]1[CH2:19][CH2:20][C@@:21]2([CH3:22])[C@@H:16]([CH2:15][CH2:14][C@@H:13]3[C@@H:23]2[CH2:24][CH2:25][C@@:26]2([CH3:27])[C@H:12]3[CH2:11][CH2:10][C@@H:9]2[C@H:7]([CH3:8])[CH2:6][CH2:5][CH2:4][C:2]([OH:35])([CH3:1])[CH3:3])[CH2:17]1)(=[O:30])[CH3:29].[C:33]([O:36][C@H:18]1[CH2:19][CH2:20][C@@:21]2([CH3:22])[C@@:16]([OH:30])([CH2:15][CH2:14][C@@H:13]3[C@@H:23]2[CH2:24][CH2:25][C@@:26]2([CH3:27])[C@H:12]3[CH2:11][CH2:10][C@@H:9]2[C@H:7]([CH3:8])[CH2:6][CH2:5][CH2:4][CH:2]([CH3:1])[CH3:3])[CH2:17]1)(=[O:35])[CH3:34]. Procedure details: A solution of 15 g of 3β-acetoxy-5 -cholestane (I) in 250 cc of ethyl acetate was treated with 30 cc peracetic acid (40%) in acetic acid and was irradiated with ultra-violet light of at about 300 mμ wavelength for 24 hours. The resulting reaction mixture was washed consecutively with an aqueous solution of sodium bisulfite, sodium bicarbonate and water and the solvents were evaporated in vacuo to dryness. The residue was chromatographed on a column of silica gel to give 3.5 g of the known 3β-ace... Reactants: [H][H], Nc1ccc(C(=O)c2ccccn2)cc1[N+](=O)[O-], C1CCOC1. Yields the product Nc1ccc(C(=O)c2ccccn2)cc1N. As a reaction SMILES: [H:19][H:20].[N+:1]([O-:2])(=[O:3])[c:4]1[cH:5][c:6]([C:7](=[O:8])[c:9]2[n:10][cH:11][cH:12][cH:13][cH:14]2)[cH:15][cH:16][c:17]1[NH2:18].[O:21]1[CH2:22][CH2:23][CH2:24][CH2:25]1>>[NH2:1][c:4]1[cH:5][c:6]([C:7](=[O:8])[c:9]2[n:10][cH:11][cH:12][cH:13][cH:14]2)[cH:15][cH:16][c:17]1[NH2:18]. Reactants: CC1(CCCCCCN2C(=O)c3ccccc3C2=O)OCCO1, CCO, NN, O. The product is CC1(CCCCCCN)OCCO1. Reaction SMILES: [CH3:1][C:2]1([CH2:7][CH2:8][CH2:9][CH2:10][CH2:11][CH2:12][N:13]2[C:14](=[O:15])[c:16]3[cH:17][cH:18][cH:19][cH:20][c:21]3[C:22]2=[O:23])[O:3][CH2:4][CH2:5][O:6]1.[CH3:27][CH2:28][OH:29].[NH2:25][NH2:26].[OH2:24]>>[CH3:1][C:2]1([CH2:7][CH2:8][CH2:9][CH2:10][CH2:11][CH2:12][NH2:13])[O:3][CH2:4][CH2:5][O:6]1. Reactants: solution, Cl (HCl), OC1COC2(CN(C2)C(=O)OC(C)(C)C)C1 (tert-butyl 7-hydroxy-5-oxa-2-azaspiro[3.4]octane-2-carboxylate), OC1COC2(C1)CN(CC2)C(=O)OC(C)(C)C (tert-butyl 3-hydroxy-1-oxa-7-azaspiro[4.4]nonane-7-carboxylate), C(C)(C)(C)OC(=O)N1CC(C1)=O (3-oxoazetidine-1-carboxylic acid tert-butyl ester). The solvent is O1CCOCC1 (dioxane). Product: Cl.OC1COC2(C[NH2+]C2)C1 (7-Hydroxy-5-oxa-2-azonia-spiro[3.4]octane hydrochloride). RXN SMILES: [OH:1][CH:2]1[CH2:16][C:5]2([CH2:8][N:7](C(OC(C)(C)C)=O)[CH2:6]2)[O:4][CH2:3]1.OC1CC2(CCN(C(OC(C)(C)C)=O)C2)OC1.C(OC(N1CC(=O)C1)=O)(C)(C)C.[ClH:46]>O1CCOCC1>[ClH:46].[OH:1][CH:2]1[CH2:16][C:5]2([CH2:8][NH2+:7][CH2:6]2)[O:4][CH2:3]1 |f:5.6|. Procedure: In analogy to the procedure described in Example 82 a), tert-butyl 7-hydroxy-5-oxa-2-azaspiro[3.4]octane-2-carboxylate (which can be prepared in analogy to tert-butyl 3-hydroxy-1-oxa-7-azaspiro[4.4]nonane-7-carboxylate (CAN 1331825-50-3) starting from 3-oxoazetidine-1-carboxylic acid tert-butyl ester (CAN 398489-26-4) as described in A. I. Moskalenko et al., Russian Journal of Organic Chemistry, 47(7), 1091-1096; 2011) was treated with a 4 M solution of HCl in dioxane to give the title compound ...